Dataset: the Open Reaction Database (ORD), a public repository of structured organic reaction records. Task: describe an organic reaction: reactants, conditions, products, and yield The reactants are OC1(C(CCCC1)NS(=O)(=O)C(C)C)C1=CC=C(C=C1)O ([2-hydroxy-2-(4-hydroxyphenyl)cyclohexyl][(methylethyl)sulfonyl]amine), BrCC#N (bromoacetonitrile), C([O-])([O-])=O.[K+].[K+] (potassium carbonate). Solvent: CC(=O)C (acetone). Conditions: time 8 hour. Product: OC1(C(CCCC1)NS(=O)(=O)C(C)C)C1=CC=C(OCC#N)C=C1 (2-[4-(1-hydroxy-2-{[(methylethyl)sulfonyl]amino}cyclohexyl)phenoxy]ethanenitrile). Isolated yield 65.6%. As a reaction SMILES: [OH:1][C:2]1([C:15]2[CH:20]=[CH:19][C:18]([OH:21])=[CH:17][CH:16]=2)[CH2:7][CH2:6][CH2:5][CH2:4][CH:3]1[NH:8][S:9]([CH:12]([CH3:14])[CH3:13])(=[O:11])=[O:10].Br[CH2:23][C:24]#[N:25].C(=O)([O-])[O-].[K+].[K+]>CC(C)=O>[OH:1][C:2]1([C:15]2[CH:16]=[CH:17][C:18]([O:21][CH2:23][C:24]#[N:25])=[CH:19][CH:20]=2)[CH2:7][CH2:6][CH2:5][CH2:4][CH:3]1[NH:8][S:9]([CH:12]([CH3:14])[CH3:13])(=[O:11])=[O:10] |f:2.3.4|. Procedure details: [2-hydroxy-2-(4-hydroxyphenyl)cyclohexyl][(methylethyl)sulfonyl]amine (3.40 g, 10.9 mmol), bromoacetonitrile (1.44 g, 1.1 eq) and potassium carbonate (1.80 g, 1.2 eq) were combined in acetone (20 mL) and stirred overnight at room temperature under a nitrogen atmosphere. The solution was then filtered and the filtrate was concentrated under reduced vacuum to yield 3.71 g as a brown oil. This material was purified via silica gel chromatography employing the Water's Prep. 200 while eluting with a s... The reactants are CS(=O)(=O)OCCCC(C1=CC=CC=C1)C1=CC=CC=C1 (4,4-diphenylbutyl methanesulfonate), [C-]#N.[Na+] (sodium cyanide). The solvent is CS(=O)C (dimethyl sulfoxide). Product: C1(=CC=CC=C1)C(CCCC#N)C1=CC=CC=C1 (5,5-Diphenylvaleronitrile). Isolated yield 100.0%. RXN SMILES: CS(O[CH2:6][CH2:7][CH2:8][CH:9]([C:16]1[CH:21]=[CH:20][CH:19]=[CH:18][CH:17]=1)[C:10]1[CH:15]=[CH:14][CH:13]=[CH:12][CH:11]=1)(=O)=O.[C-:22]#[N:23].[Na+]>CS(C)=O>[C:10]1([CH:9]([C:16]2[CH:21]=[CH:20][CH:19]=[CH:18][CH:17]=2)[CH2:8][CH2:7][CH2:6][C:22]#[N:23])[CH:15]=[CH:14][CH:13]=[CH:12][CH:11]=1 |f:1.2|. Procedure: A solution of 4,4-diphenylbutyl methanesulfonate (7.5 g) and sodium cyanide (2.5 g) in dimethyl sulfoxide (70 mL) was stirred at 60° C. for 15 hours. After the reaction mixture was allowed to cool, it was extracted with diethyl ether. The extract was dried over MgSO4 and concentrated, whereby 5.8 g of the title compound was obtained quantitatively. Reactants: CC1=CC=CC(=N1)C(=O)Cl (6-methylpicolinic acid chloride), [Cl-].[Al+3].[Cl-].[Cl-] (aluminum chloride), ice, COC1=C(C=CC=C1)OC (1,2-dimethoxybenzene). The solvent is ClCC(Cl)(Cl)Cl (tetrachloroethane). Run at time 8 hour. Yields the product COC=1C=C(C(=O)C2=NC(=CC=C2)C)C=CC1OC (2-(3,4-Dimethoxybenzoyl)-6-methylpyridine). RXN SMILES: [CH3:1][C:2]1[N:7]=[C:6]([C:8](Cl)=[O:9])[CH:5]=[CH:4][CH:3]=1.[Cl-].[Al+3].[Cl-].[Cl-].[CH3:15][O:16][C:17]1[CH:22]=[CH:21][CH:20]=[CH:19][C:18]=1[O:23][CH3:24]>ClCC(Cl)(Cl)Cl>[CH3:15][O:16][C:17]1[CH:22]=[C:21]([CH:20]=[CH:19][C:18]=1[O:23][CH3:24])[C:8]([C:6]1[CH:5]=[CH:4][CH:3]=[C:2]([CH3:1])[N:7]=1)=[O:9] |f:1.2.3.4|. Reported procedure: To an ice-cooled, stirred suspension of 6-methylpicolinic acid chloride and 2 equivalents of aluminum chloride in tetrachloroethane is added slowly an equivalent amount of 1,2-dimethoxybenzene. The reaction mixture is allowed to come to room temperature overnight, then decomposed over cracked ice. Extractive workup followed by chromotography of the organic residue gives the desired ketone. The reactants are C(C)C1=CC2=C(N(C(NC2=O)=O)CC2=CC=C(C=C2)C=2C(=CC=CC2)C#N)S1 (4′-[(6-ethyl-2,4-dioxo-3,4-dihydrothieno[2,3-d]pyrimidin-1(2H)-yl)methyl]biphenyl-2-carbonitrile), FC1=CC=C(C=C1)C1(OC1)C (2-(4-fluorophenyl)-2-methyloxirane), C([O-])([O-])=O.[K+].[K+] (potassium carbonate), CN(C)C=O (DMF). The solvent is C(C)(=O)OCC (ethyl acetate). Run at temperature 80 celsius, time 16 hour. Product: C(C)C1=CC2=C(N(C(N(C2=O)CC(C)(O)C2=CC=C(C=C2)F)=O)CC2=CC=C(C=C2)C=2C(=CC=CC2)C#N)S1 (4′-{[6-ethyl-3-[2-(4-fluorophenyl)-2-hydroxypropyl]-2,4-dioxo-3,4-dihydrothieno[2,3-d]pyrimidin-1(2H)-yl]methyl}biphenyl-2-carbonitrile). Isolated yield 64.6%. Reaction SMILES: [CH2:1]([C:3]1[S:28][C:6]2[N:7]([CH2:13][C:14]3[CH:19]=[CH:18][C:17]([C:20]4[C:21]([C:26]#[N:27])=[CH:22][CH:23]=[CH:24][CH:25]=4)=[CH:16][CH:15]=3)[C:8](=[O:12])[NH:9][C:10](=[O:11])[C:5]=2[CH:4]=1)[CH3:2].[F:29][C:30]1[CH:35]=[CH:34][C:33]([C:36]2([CH3:39])[CH2:38][O:37]2)=[CH:32][CH:31]=1.C(=O)([O-])[O-].[K+].[K+].CN(C=O)C>C(OCC)(=O)C>[CH2:1]([C:3]1[S:28][C:6]2[N:7]([CH2:13][C:14]3[CH:19]=[CH:18][C:17]([C:20]4[C:21]([C:26]#[N:27])=[CH:22][CH:23]=[CH:24][CH:25]=4)=[CH:16][CH:15]=3)[C:8](=[O:12])[N:9]([CH2:39][C:36]([C:33]3[CH:34]=[CH:35][C:30]([F:29])=[CH:31][CH:32]=3)([OH:37])[CH3:38])[C:10](=[O:11])[C:5]=2[CH:4]=1)[CH3:2] |f:2.3.4|. Procedure: A mixture of 4′-[(6-ethyl-2,4-dioxo-3,4-dihydrothieno[2,3-d]pyrimidin-1(2H)-yl)methyl]biphenyl-2-carbonitrile (2 g), 2-(4-fluorophenyl)-2-methyloxirane (1.2 g), potassium carbonate (1.4 g) and DMF (20 mL) was stirred at 80° C. for 16 hr. The reaction mixture was diluted with ethyl acetate, washed successively with water and saturated brine, and dried over anhydrous magnesium sulfate. The solvent was evaporated under reduced pressure. The obtained residue was purified by silica gel column chromat... Reactants: ClC1=C(C=CC(=N1)C(C)=O)C (1-(6-chloro-5-methyl-pyridin-2-yl)-ethanone), C1CC(=O)N(C1=O)Br (NBS). The solvent is C(Cl)(Cl)(Cl)Cl (CCl4). Yields the product BrCC=1C=CC(=NC1Cl)C(C)=O (1-(5-bromomethyl-6-chloro-pyridin-2-yl)-ethanone). Reaction SMILES: [Cl:1][C:2]1[N:7]=[C:6]([C:8](=[O:10])[CH3:9])[CH:5]=[CH:4][C:3]=1[CH3:11].C1C(=O)N([Br:19])C(=O)C1>C(Cl)(Cl)(Cl)Cl>[Br:19][CH2:11][C:3]1[CH:4]=[CH:5][C:6]([C:8](=[O:10])[CH3:9])=[N:7][C:2]=1[Cl:1]. Reported procedure: To a solution of 1-(6-chloro-5-methyl-pyridin-2-yl)-ethanone (1 eq) in CCl4 is added NBS (1 eq) and BPO (0.1 eq). The mixture is refluxed for 12 hours. After concentration, 1-(5-bromomethyl-6-chloro-pyridin-2-yl)-ethanone is isolated by flash column chromatography. MS: (ES+): 247.9 (M+1)+. Starting materials: ClCCl, O=C(O)C(F)(F)F, CC(C)(C)OC(=O)N1CCCC(CN2CCCCC2)C1. Yields the product C1CCN(CC2CCCNC2)CC1. RXN SMILES: [Cl:28][CH2:29][Cl:30].[F:21][C:22]([F:23])([F:24])[C:25]([OH:26])=[O:27].[N:1]1([CH2:7][CH:8]2[CH2:9][N:10]([C:14]([O:15][C:16]([CH3:17])([CH3:18])[CH3:19])=[O:20])[CH2:11][CH2:12][CH2:13]2)[CH2:2][CH2:3][CH2:4][CH2:5][CH2:6]1>>[N:1]1([CH2:7][CH:8]2[CH2:9][NH:10][CH2:11][CH2:12][CH2:13]2)[CH2:2][CH2:3][CH2:4][CH2:5][CH2:6]1. The reactants are [BH]C#N.[Na] (sodium boron cyanide hydride), NC1C(SC2=C(N(C1=O)CC(=O)OC(C)(C)C)C=CC=C2)C2=CC=CC=C2 (3-amino-5-t-butoxycarbonylmethyl-2-phenyl-2,3-dihydro-1,5-benzothiazepin-4(5H)-one), C(C1=CC=CC=C1)CC(C(=O)OCC)=O (ethyl benzylpyruvate), C(C)(=O)O (acetic acid). Solvent: C(C)O (ethanol), C(C)O (ethanol). Reaction conditions: temperature 40 celsius, time 3 hour. Yields the product C(C)(C)(C)OC(=O)CN1C(C(C(SC2=C1C=CC=C2)C2=CC=CC=C2)NC(CCC2=CC=CC=C2)C(=O)OCC)=O (5-t-butoxycarbonylmethyl-3-(1-ethoxycarbonyl-3-phenylpropylamino)-2-phenyl-2,3-dihydro-1,5-benzothiazepin-4(5H)-one). The yield is 92.5%. Reaction SMILES: [NH2:1][CH:2]1[C:8](=[O:9])[N:7]([CH2:10][C:11]([O:13][C:14]([CH3:17])([CH3:16])[CH3:15])=[O:12])[C:6]2[CH:18]=[CH:19][CH:20]=[CH:21][C:5]=2[S:4][CH:3]1[C:22]1[CH:27]=[CH:26][CH:25]=[CH:24][CH:23]=1.[CH2:28]([CH2:35][C:36](=O)[C:37]([O:39][CH2:40][CH3:41])=[O:38])[C:29]1[CH:34]=[CH:33][CH:32]=[CH:31][CH:30]=1.C(O)(=O)C.[BH]C#N.[Na]>C(O)C>[C:14]([O:13][C:11]([CH2:10][N:7]1[C:6]2[CH:18]=[CH:19][CH:20]=[CH:21][C:5]=2[S:4][CH:3]([C:22]2[CH:23]=[CH:24][CH:25]=[CH:26][CH:27]=2)[CH:2]([NH:1][CH:36]([C:37]([O:39][CH2:40][CH3:41])=[O:38])[CH2:35][CH2:28][C:29]2[CH:30]=[CH:31][CH:32]=[CH:33][CH:34]=2)[C:8]1=[O:9])=[O:12])([CH3:17])([CH3:16])[CH3:15] |f:3.4,^1:46,49|. Procedure details: 1.2 g of the compound obtained in Example 20 was mixed with 2.0 g of ethyl benzylpyruvate, 20 ml of ethanol and 1 ml of acetic acid and dissolved therein by warming to 40° C. The resulting reaction mixture was stirred for 3 hours. Thereafter, a solution of 400 mg of sodium boron cyanide hydride in 10 ml of ethanol was slowly added dropwise to the reaction mixture, which was then allowed to stand overnight. After the solvent was distilled off under reduced pressure, the residue was dissolved in e...